From a dataset of the Open Reaction Database (ORD), a public repository of structured organic reaction records. describe an organic reaction: reactants, conditions, products, and yield Reactants: COC1=CC=C(C=C1)C(=O)C=1C2=C(SC1C1=CC=C(C=C1)OC)C=CC=C2 (2-(4-methoxyphenyl)benzo[b]thiophen-3-yl 4-methoxyphenyl ketone). The solvent is hexanes, CCOC(=O)C (EtOAc). Yields the product OC1=CC=C(C=C1)C(=O)C=1C2=C(SC1C1=CC=C(C=C1)O)C=CC=C2 (2-(4-Hydroxyphenyl)benzo[b]thiophen-3-yl 4-Hydroxyphenyl Ketone). Isolated yield 93.0%. RXN SMILES: C[O:2][C:3]1[CH:8]=[CH:7][C:6]([C:9]([C:11]2[C:12]3[CH:27]=[CH:26][CH:25]=[CH:24][C:13]=3[S:14][C:15]=2[C:16]2[CH:21]=[CH:20][C:19]([O:22]C)=[CH:18][CH:17]=2)=[O:10])=[CH:5][CH:4]=1>CCOC(C)=O>[OH:2][C:3]1[CH:4]=[CH:5][C:6]([C:9]([C:11]2[C:12]3[CH:27]=[CH:26][CH:25]=[CH:24][C:13]=3[S:14][C:15]=2[C:16]2[CH:21]=[CH:20][C:19]([OH:22])=[CH:18][CH:17]=2)=[O:10])=[CH:7][CH:8]=1. Procedure: By essentially following the procedure outlined in Example 1, Part D, the title compound was prepared from 2-(4-methoxyphenyl)benzo[b]thiophen-3-yl 4-methoxyphenyl ketone (Part B) as a yellow solid in 93% yield following radial chromatography (SiO2; gradient of 20-40% EtOAc in hexanes). Reactants: FC1=C(C=C(C=C1)Br)OC1=CC=CC=C1 (4-fluoro-3-phenoxyphenyl bromide), [Mg] (magnesium), C(C)(=O)OCC(=CC1(CC1)C1=CC=C(C=C1)OC(F)F)F (1-(3-Acetoxy-2-fluoroprop-1-enyl)-1-(4-difluoromethoxyphenyl)cyclopropane), Grignard reagent. Solvent: O1CCCC1 (tetrahydrofuran). Product: C1OC=2C=C(C=CC2O1)C1CC1 (1-(3,4-methylenedioxyphenyl)cyclopropane). The yield is 143.3%. Reaction SMILES: FC1C=CC(Br)=CC=1[O:9]C1C=CC=CC=1.[Mg].C(OCC(F)=C[C:24]1([C:27]2[CH:32]=[CH:31][C:30]([O:33][CH:34](F)F)=[CH:29][CH:28]=2)[CH2:26][CH2:25]1)(=O)C>O1CCCC1>[CH2:34]1[O:33][C:30]2[CH:29]=[CH:28][C:27]([CH:24]3[CH2:25][CH2:26]3)=[CH:32][C:31]=2[O:9]1. Reported procedure: The method of Example 25 was repeated using a Grignard reagent, prepared from 4-fluoro-3-phenoxyphenyl bromide (0.31 g), tetrahydrofuran (2 ml) and magnesium (20 mg) and 1-(3-acetoxy-2-fluoroprop-1-enyl)-1-(4-difluoro-methoxyphenyl)cyclopropane (Example 24) (0.155 g). The residue after evaporation was purified by preparative thin layer chromatography (solvent: diethyl ether/hexane; 1:9) and then preparative high performance liquid chromatography (column: C18; solvent: methanol; flow rate: 8 ml/m... The reactants are CC1N(CC(C1)C1=CC(=CC=C1)OC)CCC (2-Methyl-4-(3-methoxyphenyl)-N-n-propylpyrrolidine), C([O-])([O-])=O.[Na+].[Na+] (sodium carbonate). The solvent is Br (hydrobromic acid). Product: C[C@@H]1N(C[C@@H](C1)C1=CC(=CC=C1)O)CCC (Cis -2-Methyl-4-(3-hydroxyphenyl)-N-n-propylpyrrolidine). Yield: 69.4%. Reaction SMILES: [CH3:1][CH:2]1[CH2:6][CH:5]([C:7]2[CH:12]=[CH:11][CH:10]=[C:9]([O:13]C)[CH:8]=2)[CH2:4][N:3]1[CH2:15][CH2:16][CH3:17].C(=O)([O-])[O-].[Na+].[Na+]>Br>[CH3:1][C@H:2]1[CH2:6][C@@H:5]([C:7]2[CH:12]=[CH:11][CH:10]=[C:9]([OH:13])[CH:8]=2)[CH2:4][N:3]1[CH2:15][CH2:16][CH3:17] |f:1.2.3|. Reported procedure: 2-Methyl-4-(3-methoxyphenyl)-N-n-propylpyrrolidine (cis and trans mixture 85: 15, 920 mg, 3.95 mmol) was dissolved in 47% hydrobromic acid (20 mL) and heated at reflux temperature for 1.5 hours. The mixture was made alkaline by the addition of 10% sodium carbonate (75 mL) and the product extracted with diethyl ether and ethyl acetate (1:1,3×20 mL). Drying (MgSO4) afforded 840 mg of the crude product as a white solid. Chromatography on a SiO2HPLC column yielded 601 mg of the title compound.: m.p.... The reactants are CC1(C2=C(C(=CC=C2)P(C3=CC=CC=C3)C4=CC=CC=C4)OC5=C(C=CC=C51)P(C6=CC=CC=C6)C7=CC=CC=C7)C (Xantphos), O (water), BrC=1C=C(C=2N(C1)C=CN2)I (6-Bromo-8-iodo-imidazo[1,2-a]pyridine), NC1=CC=C(C=C1)C(=O)N1CCOCC1 ((4-aminophenyl)(morpholino)-methanone), CsCO3. Reagents/catalysts: C=1C=CC(=CC1)/C=C/C(=O)/C=C/C2=CC=CC=C2.C=1C=CC(=CC1)/C=C/C(=O)/C=C/C2=CC=CC=C2.C=1C=CC(=CC1)/C=C/C(=O)/C=C/C2=CC=CC=C2.[Pd].[Pd] (Pd2(dba)3). The solvent is O1CCOCC1 (dioxane). Yields the product BrC=1C=C(C=2N(C1)C=CN2)NC2=CC=C(C=C2)C(=O)N2CCOCC2 ([4-(6-Bromo-imidazo[1,2-a]pyridin-8-ylamino)-phenyl]-morpholin-4-yl-methanone). Yield: 44.0%. RXN SMILES: [Br:1][C:2]1[CH:3]=[C:4](I)[C:5]2[N:6]([CH:8]=[CH:9][N:10]=2)[CH:7]=1.[NH2:12][C:13]1[CH:18]=[CH:17][C:16]([C:19]([N:21]2[CH2:26][CH2:25][O:24][CH2:23][CH2:22]2)=[O:20])=[CH:15][CH:14]=1.CC1(C)C2C(=C(P(C3C=CC=CC=3)C3C=CC=CC=3)C=CC=2)OC2C(P(C3C=CC=CC=3)C3C=CC=CC=3)=CC=CC1=2.O>O1CCOCC1.C1C=CC(/C=C/C(/C=C/C2C=CC=CC=2)=O)=CC=1.C1C=CC(/C=C/C(/C=C/C2C=CC=CC=2)=O)=CC=1.C1C=CC(/C=C/C(/C=C/C2C=CC=CC=2)=O)=CC=1.[Pd].[Pd]>[Br:1][C:2]1[CH:3]=[C:4]([NH:12][C:13]2[CH:14]=[CH:15][C:16]([C:19]([N:21]3[CH2:22][CH2:23][O:24][CH2:25][CH2:26]3)=[O:20])=[CH:17][CH:18]=2)[C:5]2[N:6]([CH:8]=[CH:9][N:10]=2)[CH:7]=1 |f:5.6.7.8.9|. Procedure: 6-Bromo-8-iodo-imidazo[1,2-a]pyridine (500 mg, 1.53 mmol), (4-aminophenyl)(morpholino)-methanone (348 mg, 1.69 mmol) and CsCO3 (998 mg, 3.06 mmol) were dissolved in dioxane (10 ml). Under N2 atmosphere, Pd2(dba)3 (70 mg, 0.077 mmol) and Xantphos (89 mg, 0.153 mmol) were added and the mixture was stirred at reflux temperature overnight. After the completion of the reaction, the mixture was cooled to room temperature, poured into water (100 mL) and extracted with DCM (100 ml). The organic extracts... The reactants are O=Cc1csc(Br)n1, Cc1ccccc1, OCCO. The product is Brc1nc(C2OCCO2)cs1. As a reaction SMILES: [Br:1][c:2]1[s:3][cH:4][c:5]([CH:7]=[O:8])[n:6]1.[CH3:13][c:14]1[cH:15][cH:16][cH:17][cH:18][cH:19]1.[OH:9][CH2:10][CH2:11][OH:12]>>[Br:1][c:2]1[s:3][cH:4][c:5]([CH:7]2[O:8][CH2:11][CH2:10][O:9]2)[n:6]1.